From a dataset of the Open Reaction Database (ORD), a public repository of structured organic reaction records. describe an organic reaction: reactants, conditions, products, and yield The reactants are [BH4-], CC1=C(C)C(C)C(c2ccccc2C=O)=C1C, Cc1ccccc1, CCO, [Na+], O. Yields the product CC1=C(C)C(C)C(c2ccccc2CO)=C1C. As a reaction SMILES: [BH4-:18].[CH3:1][C:2]1=[C:3]([c:10]2[c:11]([CH:12]=[O:13])[cH:14][cH:15][cH:16][cH:17]2)[CH:4]([CH3:9])[C:5]([CH3:8])=[C:6]1[CH3:7].[CH3:20][c:21]1[cH:22][cH:23][cH:24][cH:25][cH:26]1.[CH3:28][CH2:29][OH:30].[Na+:19].[OH2:27]>>[CH3:1][C:2]1=[C:3]([c:10]2[c:11]([CH2:12][OH:13])[cH:14][cH:15][cH:16][cH:17]2)[CH:4]([CH3:9])[C:5]([CH3:8])=[C:6]1[CH3:7]. Reactants: CC1=CC=C(C=C1)C=1SCCC1C#N (2-(4-methylphenyl)-3-cyano-4,5-dihydrothiophene), BrBr (bromine), Br (hydrobromic acid). The solvent is C(Cl)(Cl)(Cl)Cl (carbon tetrachloride), C(Cl)(Cl)(Cl)Cl (carbon tetrachloride). Product: CC1=CC=C(C=C1)C=1SC=CC1C#N (2-(4-methylphenyl)-3-cyanothiophene). Isolated yield 64.4%. As a reaction SMILES: [CH3:1][C:2]1[CH:7]=[CH:6][C:5]([C:8]2[S:9][CH2:10][CH2:11][C:12]=2[C:13]#[N:14])=[CH:4][CH:3]=1.BrBr.Br>C(Cl)(Cl)(Cl)Cl>[CH3:1][C:2]1[CH:3]=[CH:4][C:5]([C:8]2[S:9][CH:10]=[CH:11][C:12]=2[C:13]#[N:14])=[CH:6][CH:7]=1. Procedure: 49.9 g of 2-(4-methylphenyl)-3-cyano-4,5-dihydrothiophene, prepared in D), are dissolved in 200 ml of carbon tetrachloride, the mixture is heated to reflux and, after two hours, 11 g of bromine, dissolved in 200 ml of carbon tetrachloride, are added dropwise. Refluxing is continued until evolution of hydrobromic acid has ceased, and the solvent is evaporated off under vacuum. The residue is taken up in 200 ml of anhydrous tetrahydrofuran, and 28 g of potassium tert-butylate are added. The mixtur... The reactants are Cl (HCl), C(C)(C)OC1=C(C(=O)[O-])C=CC=C1 (isopropoxybenzoate), C(C)(C)OC=1C=C(C(=O)OC(C)C)C=C(C1)OC(C)C (Isopropyl 3,5-diisopropoxybenzoate), [OH-].[Li+] (lithium hydroxide). The solvent is C1CCOC1.O (THF H2O). Yields the product C(C)(C)OC=1C=C(C(=O)O)C=C(C1)OC(C)C (3,5-diisopropoxybenzoic acid). Yield: 55.0%. Reaction SMILES: C(OC1C=CC=CC=1C([O-])=O)(C)C.[CH:14]([O:17][C:18]1[CH:19]=[C:20]([CH:27]=[C:28]([O:30][CH:31]([CH3:33])[CH3:32])[CH:29]=1)[C:21]([O:23]C(C)C)=[O:22])([CH3:16])[CH3:15].[OH-].[Li+].Cl>C1COCC1.O>[CH:31]([O:30][C:28]1[CH:27]=[C:20]([CH:19]=[C:18]([O:17][CH:14]([CH3:16])[CH3:15])[CH:29]=1)[C:21]([OH:23])=[O:22])([CH3:33])[CH3:32] |f:2.3,5.6|. Reported procedure: Crude isopropoxybenzoate from above (compound E) was dissolved in 200 mL THF/H2O (1:1) in a 500 mL flask. Excess lithium hydroxide (10 g) was added and the reaction refluxed for over 48 hours. The mixture was cooled, acidified with HCl to pH 2, then extracted with several portions of diethyl ether. The organic layers were washed with brine, dried over MgSO4, and concentrated to a white solid in 55% yield over 2 steps: IR (cm−1): 3064, 2978, 2933, 2639, 1693, 1594, 1300, 1158, 1114, 1040, 767; 1H... Reactants: CC(C)CC(=N)N, ClCCl, COC(=O)Cl, Cl, [K+], [OH-], O. Yields the product COC(=O)NC(=N)CC(C)C. Reaction SMILES: [C:10]([CH2:11][CH:12]([CH3:13])[CH3:14])(=[NH:15])[NH2:16].[CH2:17]([Cl:18])[Cl:19].[Cl:1][C:2](=[O:3])[O:4][CH3:5].[ClH:9].[K+:7].[OH-:6].[OH2:8]>>[C:2](=[O:3])([O:4][CH3:5])[NH:16][C:10]([CH2:11][CH:12]([CH3:13])[CH3:14])=[NH:15].